describe an organic reaction: reactants, conditions, products, and yield From a dataset of the Open Reaction Database (ORD), a public repository of structured organic reaction records. The reactants are CO (methanol), C(C(=C)C)(=O)OC (methyl methacrylate), C(C(=C)C)(=O)OCC1CO1 (glycidyl methacrylate), N(=NC(C(=O)[O-])(CC)C)C(C(=O)[O-])(CC)C (2,2'-azobis(methyl 2-methylpropionate)). Solvent: C1(=CC=CC=C1)C (toluene). Conditions: temperature 80 celsius, time 7 hour. Product: C(C(=C)C)(=O)OC.C(C(=C)C)(=O)OCC1CO1 (methyl methacrylate glycidyl methacrylate). Reaction SMILES: [C:1]([O:6][CH3:7])(=[O:5])[C:2]([CH3:4])=[CH2:3].[C:8]([O:13][CH2:14][CH:15]1[O:17][CH2:16]1)(=[O:12])[C:9]([CH3:11])=[CH2:10].N(C(C)(CC)C([O-])=O)=NC(C)(CC)C([O-])=O.CO>C1(C)C=CC=CC=1>[C:1]([O:6][CH3:7])(=[O:5])[C:2]([CH3:4])=[CH2:3].[C:8]([O:13][CH2:14][CH:15]1[O:17][CH2:16]1)(=[O:12])[C:9]([CH3:11])=[CH2:10] |f:5.6|. Procedure details: To a solution of methyl methacrylate (50.1 g, 0.5 mole) and glycidyl methacrylate (28.4 g, 0.2 mole) in toluene (240 ml), 2,2'-azobis(methyl 2-methylpropionate) (0.8 g) was added, then the mixture was reacted with stirring at 80° C. for 7 hours under nitrogen. After cooling, the reaction mixture was poured into methanol (200 ml) and the polymer was precipitated. The polymer was filtered and dried under reduced pressure to give 77 g of poly(methyl methacrylate/glycidyl methacrylate) as white powd... Reactants: ClC1=CC=C(C=C1)C=1N=CNC1 (4-(4-chlorophenyl)-1H-imidazole), BrC=1OC=CC1 (2-bromofuran). Yields the product ClC1=CC=C(C=C1)C=1N=CN(C1)C=1OC=CC1 (4-(4-chlorophenyl)-1-(furan-2-yl)-1H-imidazole). Yield: 1.7%. Reaction SMILES: [Cl:1][C:2]1[CH:7]=[CH:6][C:5]([C:8]2[N:9]=[CH:10][NH:11][CH:12]=2)=[CH:4][CH:3]=1.Br[C:14]1[O:15][CH:16]=[CH:17][CH:18]=1>>[Cl:1][C:2]1[CH:3]=[CH:4][C:5]([C:8]2[N:9]=[CH:10][N:11]([C:14]3[O:15][CH:16]=[CH:17][CH:18]=3)[CH:12]=2)=[CH:6][CH:7]=1. Procedure: The procedure described above in Example 29 for Formula IIc-iii was followed, starting from 4-(4-chlorophenyl)-1H-imidazole (125 mg, 0.7 mmol) and 2-bromofuran, to prepare the desired 4-(4-chlorophenyl)-1-(furan-2-yl)-1H-imidazole (3 mg, 0.12, yield 1.7%) as a brownish solid. The HPLC purity of the final product was 95.84%. LC-MS [M+H] 245 (C13H9ClN2O+H expected 245.04). The 1H-NMR spectra was in accordance with the chemical structure. Reactants: COc1cccc(Oc2c(NS(=O)(=O)c3ccc(C(C)(C)C)cc3)ncnc2OCCOc2ncc(C(C)O)cn2)c1, ClCCl, O=S(Cl)Cl. The product is CCc1cnc(OCCOc2ncnc(NS(=O)(=O)c3ccc(C(C)(C)C)cc3)c2Oc2cccc(OC)c2)nc1. Reaction SMILES: [C:1]([CH3:2])([CH3:3])([CH3:4])[c:5]1[cH:6][cH:7][c:8]([S:11](=[O:12])(=[O:13])[NH:14][c:15]2[n:16][cH:17][n:18][c:19]([O:30][CH2:31][CH2:32][O:33][c:34]3[n:35][cH:36][c:37]([CH:40]([CH3:41])[OH:42])[cH:38][n:39]3)[c:20]2[O:21][c:22]2[cH:23][c:24]([O:28][CH3:29])[cH:25][cH:26][cH:27]2)[cH:9][cH:10]1.[CH2:47]([Cl:48])[Cl:49].[S:43]([Cl:44])([Cl:45])=[O:46]>>[C:1]([CH3:2])([CH3:3])([CH3:4])[c:5]1[cH:6][cH:7][c:8]([S:11](=[O:12])(=[O:13])[NH:14][c:15]2[n:16][cH:17][n:18][c:19]([O:30][CH2:31][CH2:32][O:33][c:34]3[n:35][cH:36][c:37]([CH2:40][CH3:41])[cH:38][n:39]3)[c:20]2[O:21][c:22]2[cH:23][c:24]([O:28][CH3:29])[cH:25][cH:26][cH:27]2)[cH:9][cH:10]1. The product is Cl.ClC1=CC=C(C=C1)N1N=C2C(=CNC=3CCC(CC23)C)C1=O (2-p-chlorophenyl-2,3,6,7,8,9-hexahydro-8-methylpyrazolo[4,3-c]quinolin-3(5H)-one hydrochloride). The solvent is C=1(C(=CC=CC1)C)C (xylene). Reaction SMILES: [Cl:1][C:2]1[CH:7]=[CH:6][C:5]([NH:8][NH2:9])=[CH:4][CH:3]=1.Cl[C:11]1[C:20]2[CH2:19][CH:18]([CH3:21])[CH2:17][CH2:16][C:15]=2[N:14]=[CH:13][C:12]=1[C:22](OCC)=[O:23]>C1(C)C(C)=CC=CC=1>[ClH:1].[Cl:1][C:2]1[CH:7]=[CH:6][C:5]([N:8]2[C:22](=[O:23])[C:12]3=[CH:13][NH:14][C:15]4[CH2:16][CH2:17][CH:18]([CH3:21])[CH2:19][C:20]=4[C:11]3=[N:9]2)=[CH:4][CH:3]=1 |f:3.4|. Starting materials: ClC1=CC=C(C=C1)NN (p-chlorophenylhydrazine), ClC1=C(C=NC=2CCC(CC12)C)C(=O)OCC (ethyl 4-chloro-6-methyl-5,6,7,8-tetrahydroquinoline-3-carboxylate). Procedure details: A mixture of 1.37 g of p-chlorophenylhydrazine and 2.4 g of ethyl 4-chloro-6-methyl-5,6,7,8-tetrahydroquinoline-3-carboxylate in 75 mL of xylene is stirred and refluxed overnight, then cooled to room temperature and filtered. Collected solid is dissolved in hot ethanol, treated with decolorizing charcoal, and concentrated to a smaller volume to deposit a solid, which is recrystallized from ethanol containing hydrogen chloride to yield 2-p-chlorophenyl-2,3,6,7,8,9-hexahydro-8-methylpyrazolo[4,3-c... The reactants are C(C1=CC=CC=C1)N(CC(COC1=CC=C(C=C1)C1=NC(=NN1C)S(=O)(=O)C)O)CCOC1=CC(=C(C=C1)O)C(N)=O (1-[N-benzyl-[2-(3-carbamoyl-4-hydroxyphenoxy)-ethylamino]]-3-[4-(1-methyl-3-methylsulphonyl-1H-1,2,4-triazol-5-yl)-phenoxy]-2-propanol). Run in O1CCOCC1 (dioxan). Product: C(N)(=O)C=1C=C(OCCNCC(COC2=CC=C(C=C2)C2=NC(=NN2C)S(=O)(=O)C)O)C=CC1O (1-[2-(3-carbamoyl-4-hydroxyphenoxy)-ethylamino]-3-[4-(1-methyl-3-methylsulphonyl-1H-1,2,4-triazol-5-yl)-phenoxy]-2-propanol). As a reaction SMILES: C([N:8]([CH2:30][CH2:31][O:32][C:33]1[CH:38]=[CH:37][C:36]([OH:39])=[C:35]([C:40](=[O:42])[NH2:41])[CH:34]=1)[CH2:9][CH:10]([OH:29])[CH2:11][O:12][C:13]1[CH:18]=[CH:17][C:16]([C:19]2[N:23]([CH3:24])[N:22]=[C:21]([S:25]([CH3:28])(=[O:27])=[O:26])[N:20]=2)=[CH:15][CH:14]=1)C1C=CC=CC=1>O1CCOCC1>[C:40]([C:35]1[CH:34]=[C:33]([CH:38]=[CH:37][C:36]=1[OH:39])[O:32][CH2:31][CH2:30][NH:8][CH2:9][CH:10]([OH:29])[CH2:11][O:12][C:13]1[CH:14]=[CH:15][C:16]([C:19]2[N:23]([CH3:24])[N:22]=[C:21]([S:25]([CH3:28])(=[O:27])=[O:26])[N:20]=2)=[CH:17][CH:18]=1)(=[O:42])[NH2:41]. Reported procedure: 24.3 g of crude 1-[N-benzyl-[2-(3-carbamoyl-4-hydroxyphenoxy)-ethylamino]]-3-[4-(1-methyl-3-methylsulphonyl-1H-1,2,4-triazol-5-yl)-phenoxy]-2-propanol are catalytically debenzylated analogously to Example (4) and for working up, the crystalline precipitate is dissolved in dioxan by heating. Recrystallisation from methanol/dioxan yields 1-[2-(3-carbamoyl-4-hydroxyphenoxy)-ethylamino]-3-[4-(1-methyl-3-methylsulphonyl-1H-1,2,4-triazol-5-yl)-phenoxy]-2-propanol having a melting point of 190°-191°. The reactants are NC1=CC=C(C(C(=O)O)=C1)O (5-aminosalicyclic acid), S(O)(O)(=O)=O (sulfuric acid), C([O-])([O-])=O.[Na+].[Na+] (sodium carbonate). Solvent: CO (methanol). The product is COC=1C(C(=O)O)=CC(=CC1)N (methyl-5-aminosalicylic acid). RXN SMILES: [NH2:1][C:2]1[CH:10]=[C:6]([C:7]([OH:9])=[O:8])[C:5]([OH:11])=[CH:4][CH:3]=1.S(=O)(=O)(O)O.[C:17](=O)([O-])[O-].[Na+].[Na+]>CO>[CH3:17][O:11][C:5]1[C:6](=[CH:10][C:2]([NH2:1])=[CH:3][CH:4]=1)[C:7]([OH:9])=[O:8] |f:2.3.4|. Procedure: A solution of 10 g of 5-aminosalicyclic acid, 100 ml of methanol and 5 ml of sulfuric acid are refluxed overnight. The reaction mixture is cooled, basified with sodium carbonate and the methanol is evaporated. The resulting solid is washed with water and dried giving 4.0 g of methyl-5-aminosalicylic acid. Reaction SMILES: [C:1]([c:2]1[cH:3][cH:4][cH:5][cH:6][cH:7]1)(=[O:8])[CH2:9][C:10](=[O:11])[O:12][CH2:13][CH3:14].[CH3:15][CH2:16][OH:17]>>[CH:1]([c:2]1[cH:3][cH:4][cH:5][cH:6][cH:7]1)([OH:8])[CH2:9][C:10](=[O:11])[O:12][CH2:13][CH3:14]. Yields the product CCOC(=O)CC(O)c1ccccc1. Reactants: CCOC(=O)CC(=O)c1ccccc1, CCO.